Dataset: the Open Reaction Database (ORD), a public repository of structured organic reaction records. Task: describe an organic reaction: reactants, conditions, products, and yield RXN SMILES: [CH3:1][C@@H:2]1[CH2:6][CH2:5][CH2:4][N:3]1[CH2:7][CH2:8][CH2:9][O:10][C:11]1[CH:16]=[CH:15][C:14]([N:17]2[CH:21]=[C:20]([NH2:22])[CH:19]=[N:18]2)=[CH:13][CH:12]=1.[OH:23][C:24]1[CH:32]=[CH:31][C:27]([C:28](O)=[O:29])=[CH:26][CH:25]=1.O.ON1C2C=CC=CC=2N=N1.Cl.CN(C)CCCN=C=NCC>C(Cl)(Cl)Cl>[OH:23][C:24]1[CH:32]=[CH:31][C:27]([C:28]([NH:22][C:20]2[CH:19]=[N:18][N:17]([C:14]3[CH:15]=[CH:16][C:11]([O:10][CH2:9][CH2:8][CH2:7][N:3]4[CH2:4][CH2:5][CH2:6][C@H:2]4[CH3:1])=[CH:12][CH:13]=3)[CH:21]=2)=[O:29])=[CH:26][CH:25]=1 |f:2.3,4.5|. Run in C(Cl)(Cl)Cl (chloroform). Product: OC1=CC=C(C(=O)NC=2C=NN(C2)C2=CC=C(C=C2)OCCCN2[C@@H](CCC2)C)C=C1 (4-hydroxy-N-[1-(4-{3-[(2R)-2-methylpyrrolidin-1-yl]propoxy}phenyl)-1H-pyrazol-4-yl]benzamide). Conditions: time 4 day. Procedure details: A suspension of 1-(4-{3-[(2R)-2-methylpyrrolidin-1-yl]propoxy}phenyl)-1H-pyrazol-4-ylamine obtained in Example 29-(1) (0.191 g), 4-hydroxybenzoic acid (0.097 g), 1-hydroxybenzotriazole monohydrate (0.107 g) and 3-(3-dimethylaminopropyl)-1-ethylcarbodiimide hydrochloride (0.18 g) in chloroform (6.4 mL) was stirred at room temperature for 4 days. The reaction mixture was concentrated under reduced pressure, and the residue was purified by NH-type silica gel column chromatography (eluting solvent: ... Reactants: C[C@H]1N(CCC1)CCCOC1=CC=C(C=C1)N1N=CC(=C1)N (1-(4-{3-[(2R)-2-methylpyrrolidin-1-yl]propoxy}phenyl)-1H-pyrazol-4-ylamine), Cl.CN(CCCN=C=NCC)C (3-(3-dimethylaminopropyl)-1-ethylcarbodiimide hydrochloride), OC1=CC=C(C(=O)O)C=C1 (4-hydroxybenzoic acid), O.ON1N=NC2=C1C=CC=C2 (1-hydroxybenzotriazole monohydrate). Procedure details: The preparation was carried out in accordance with general synthesis instructions 4 from 1-ethyl-1H-pyrrole and (2-methoxy-benzylidene)-dimethyl-ammonium chloride. The reactants are C(C)N1C=CC=C1 (1-ethyl-1H-pyrrole), [Cl-].COC1=C(C=[N+](C)C)C=CC=C1 ((2-methoxy-benzylidene)-dimethyl-ammonium chloride). The product is C(C)N1C(=CC=C1)C(C1=C(C=CC=C1)OC)N(C)C ([(1-Ethyl-1H-pyrrol-2-yl)-(2-methoxyphenyl)-methyl]-dimethylamine). As a reaction SMILES: [CH2:1]([N:3]1[CH:7]=[CH:6][CH:5]=[CH:4]1)[CH3:2].[Cl-].[CH3:9][O:10][C:11]1[CH:20]=[CH:19][CH:18]=[CH:17][C:12]=1[CH:13]=[N+:14]([CH3:16])[CH3:15]>>[CH2:1]([N:3]1[CH:7]=[CH:6][CH:5]=[C:4]1[CH:13]([N:14]([CH3:15])[CH3:16])[C:12]1[CH:17]=[CH:18][CH:19]=[CH:20][C:11]=1[O:10][CH3:9])[CH3:2] |f:1.2|. The reactants are CN(C(=O)C1=C(N=NC(=C1)Cl)Cl)C (3,6-dichloro-pyridazine-4-carboxylic acid dimethylamide), N (ammonia), N (ammonia). Run in C(C)O (ethanol), C(C)O (ethanol). Conditions: time 30 minute. The product is CN(C(=O)C1=C(N=NC(=C1)Cl)N)C (3-amino-6-chloro-pyridazine-4-carboxylic acid dimethylamide). Isolated yield 60.0%. RXN SMILES: [CH3:1][N:2]([CH3:13])[C:3]([C:5]1[CH:10]=[C:9]([Cl:11])[N:8]=[N:7][C:6]=1Cl)=[O:4].[NH3:14]>C(O)C>[CH3:1][N:2]([CH3:13])[C:3]([C:5]1[CH:10]=[C:9]([Cl:11])[N:8]=[N:7][C:6]=1[NH2:14])=[O:4]. Procedure: To 3,6-dichloro-pyridazine-4-carboxylic acid dimethylamide (100 mg, 0.456 mmol) was added saturated ammonia in absolute ethanol (2 mL) and the mixture irradiated in a microwave reactor to 180° C. for 45 min. 1 mL of saturated ammonia in ethanol was added and irradiation continued for an additional 30 min. The sample was concentrated in vacuo, washed with saturated ammonium chloride (1×) and brine (1×). Saturated sodium bicarbonate was added to the aqueous layer and was extracted with ethyl aceta... Reactants: [H-].[Na+] (NaH), FC(C(C)(O)C)(F)F (1,1,1-trifluoro-2-methylpropan-2-ol), C(OC1=NC=CC=C1)(OC1=NC=CC=C1)=O (dipyridin-2-yl carbonate). Run in C1CCOC1 (THF), C1CCOC1 (THF). Conditions: temperature 0 celsius, time 20 minute. Yields the product C(OC1=NC=CC=C1)(OC(C(F)(F)F)(C)C)=O (pyridin-2-yl 1,1,1-trifluoro-2-methylpropan-2-yl carbonate). As a reaction SMILES: [H-].[Na+].[F:3][C:4]([F:10])([F:9])[C:5]([CH3:8])([OH:7])[CH3:6].[C:11](=O)([O:19]C1C=CC=CN=1)[O:12][C:13]1[CH:18]=[CH:17][CH:16]=[CH:15][N:14]=1>C1COCC1>[C:11](=[O:19])([O:7][C:5]([CH3:8])([CH3:6])[C:4]([F:10])([F:9])[F:3])[O:12][C:13]1[CH:18]=[CH:17][CH:16]=[CH:15][N:14]=1 |f:0.1|. Procedure details: To a slurry of NaH (1.03 g, 25.8 mmol) in THF (70 mL) was added 1,1,1-trifluoro-2-methylpropan-2-ol (3 g, 23.42 mmol). The reaction was stirred at 0° C. for 20 min. A solution of dipyridin-2-yl carbonate (5.06 g, 23.42 mmol) in THF (30 mL) was then added to the mixture. The resulting solution was stirred at room temperature for overnight. Filtered the resulting solid byproducts and washed with EtOAc (2×20 mL). The combined organic layers was washed with water, dried over anhydrous Na2SO4, filter...